From a dataset of the Open Reaction Database (ORD), a public repository of structured organic reaction records. describe an organic reaction: reactants, conditions, products, and yield Yields the product C(C)OC(=O)C=1N=C(SC1NC1=C(C=CC=C1)[N+](=O)[O-])C (2-Methyl-5-(2-nitro-phenylamino)-thiazole-4-carboxylic acid ethyl ester). Starting materials: NC1=C(N=C(S1)C)C(=O)OCC (ethyl 5-amino-2-methylthiazole-4-carboxylate), FC1=C(C=CC=C1)[N+](=O)[O-] (2-fluoronitrobenzene), O.[OH-].[Li+] (lithium hydroxide monohydrate). Reaction conditions: time 1 hour. Solvent: CS(=O)C (dimethylsulphoxide). Reported procedure: Add a solution of ethyl 5-amino-2-methylthiazole-4-carboxylate (120 g; 645 mmol) and 2-fluoronitrobenzene (68 mL; 645 mmol) in dimethylsulphoxide (1 L) to a 2 L 3-necked RB flask equipped with reflux condenser, thermometer, mechanical stirrer. Add lithium hydroxide monohydrate (54 g; 1290 mmol) to the solution and heat at 50° C. for 3 hours under nitrogen. Cool the purple solution and pour onto ice/water, allow to stir for one hour, filter and wash with water, dry at 50° C. under reduced pressur... RXN SMILES: [NH2:1][C:2]1[S:6][C:5]([CH3:7])=[N:4][C:3]=1[C:8]([O:10][CH2:11][CH3:12])=[O:9].F[C:14]1[CH:19]=[CH:18][CH:17]=[CH:16][C:15]=1[N+:20]([O-:22])=[O:21].O.[OH-].[Li+]>CS(C)=O>[CH2:11]([O:10][C:8]([C:3]1[N:4]=[C:5]([CH3:7])[S:6][C:2]=1[NH:1][C:14]1[CH:19]=[CH:18][CH:17]=[CH:16][C:15]=1[N+:20]([O-:22])=[O:21])=[O:9])[CH3:12] |f:2.3.4|. Starting materials: C(C)(C)(C)OC(N(C=1C=2N(C(=CN1)C=1C=C3CCNC(C3=CC1)=O)N=CN2)C2=CC=C(C=C2)N2CCOCC2)=O ((4-morpholin-4-yl-phenyl)-[5-(1-oxo-1,2,3,4-tetrahydro-isoquinolin-6-yl)-[1,2,4]triazolo[1,5-a]pyrazin-8-yl]-carbamic acid tert-butyl ester), C(=O)(C(F)(F)F)O (TFA). The reagents and catalysts are C(Cl)Cl (DCM). Product: N1(CCOCC1)C1=CC=C(C=C1)NC=1C=2N(C(=CN1)C=1C=C3CCNC(C3=CC1)=O)N=CN2 (6-[8-(4-Morpholin-4-yl-phenylamino)-[1,2,4]triazolo[1,5-a]pyrazin-5-yl]-3,4-dihydro-2H-isoquinolin-1-one). As a reaction SMILES: C(OC(=O)[N:7]([C:28]1[CH:33]=[CH:32][C:31]([N:34]2[CH2:39][CH2:38][O:37][CH2:36][CH2:35]2)=[CH:30][CH:29]=1)[C:8]1[C:9]2[N:10]([N:25]=[CH:26][N:27]=2)[C:11]([C:14]2[CH:15]=[C:16]3[C:21](=[CH:22][CH:23]=2)[C:20](=[O:24])[NH:19][CH2:18][CH2:17]3)=[CH:12][N:13]=1)(C)(C)C.C(O)(C(F)(F)F)=O>C(Cl)Cl>[N:34]1([C:31]2[CH:30]=[CH:29][C:28]([NH:7][C:8]3[C:9]4[N:10]([N:25]=[CH:26][N:27]=4)[C:11]([C:14]4[CH:15]=[C:16]5[C:21](=[CH:22][CH:23]=4)[C:20](=[O:24])[NH:19][CH2:18][CH2:17]5)=[CH:12][N:13]=3)=[CH:33][CH:32]=2)[CH2:39][CH2:38][O:37][CH2:36][CH2:35]1. Procedure details: A solution of (4-morpholin-4-yl-phenyl)-[5-(1-oxo-1,2,3,4-tetrahydro-isoquinolin-6-yl)-[1,2,4]triazolo[1,5-a]pyrazin-8-yl]-carbamic acid tert-butyl ester (30 mg, 0.055 mmol) in a 1:1 mixture of TFA:DCM (1 drop of H2O), is stirred at room temperature for 2 hours. The solvent is removed in vacuo and the residue partitioned between ethyl acetate and sat. NaHCO3 (aq). The water layer is extracted with ethyl acetate (2×). The organic layers are combined and evaporated to afford a residue purified by ...